From a dataset of the Open Reaction Database (ORD), a public repository of structured organic reaction records. describe an organic reaction: reactants, conditions, products, and yield As a reaction SMILES: [CH2:1]=[C:2]1[CH:7]=[CH:6][CH:5]=[CH:4][CH:3]1[CH2:8][C:9]([OH:11])=[O:10].C1C=CC(P(C2C=CC3C(=CC=CC=3)C=2C2C3C(=CC=CC=3)C=CC=2P(C2C=CC=CC=2)C2C=CC=CC=2)C2C=CC=CC=2)=CC=1.[H][H]>CO>[CH3:1][C:2]1[CH:7]=[CH:6][CH:5]=[CH:4][C:3]=1[CH2:8][C:9]([OH:11])=[O:10]. Procedure details: In a 100 ml autoclave, the inside atmosphere of which had previously been replaced with argon, were placed 0.3 g (2 mmoles) of 2-methylenephenylacetic acid and 20 ml of methanol. Then, 8.4 mg (0.01 mmole) of Ru((+)-BINAP)(O2CCH3)2 prepared according to the same manner as in Referential Example 3 except using (+)-BINAP in place of (-)-BINAP was added to the mixture to perform hydrogenation for 24 hours at a hydrogen pressure of 100 kg/cm2 and at a reaction temperature of 30° C. to provide 0.3 g o... Yields the product CC1=C(C=CC=C1)CC(=O)O (2-methylphenylacetic acid). Isolated yield 99.9%. Solvent: CO (methanol). Starting materials: C=C1C(C=CC=C1)CC(=O)O (2-methylenephenylacetic acid), [H][H] (hydrogen), Ru((+)-BINAP)(O2CCH3)2, C1=CC=C(C=C1)P(C2=CC=CC=C2)C3=C(C4=CC=CC=C4C=C3)C5=C(C=CC6=CC=CC=C65)P(C7=CC=CC=C7)C8=CC=CC=C8 ((+)-BINAP). Reactants: Cc1ccc(C)c(C(=O)O)c1, O=C(NCCC1CC1)c1ccc(N2CCNCC2)nn1. Product: Cc1ccc(C)c(C(=O)N2CCN(c3ccc(C(=O)NCCC4CC4)nn3)CC2)c1. As a reaction SMILES: [CH3:1][c:2]1[c:3]([C:4](=[O:5])[OH:6])[cH:7][c:8]([CH3:11])[cH:9][cH:10]1.[CH:12]1([CH2:15][CH2:16][NH:17][C:18](=[O:19])[c:20]2[n:21][n:22][c:23]([N:26]3[CH2:27][CH2:28][NH:29][CH2:30][CH2:31]3)[cH:24][cH:25]2)[CH2:13][CH2:14]1>>[CH3:1][c:2]1[c:3]([C:4](=[O:6])[N:29]2[CH2:28][CH2:27][N:26]([c:23]3[n:22][n:21][c:20]([C:18]([NH:17][CH2:16][CH2:15][CH:12]4[CH2:13][CH2:14]4)=[O:19])[cH:25][cH:24]3)[CH2:31][CH2:30]2)[cH:7][c:8]([CH3:11])[cH:9][cH:10]1.